From a dataset of the Open Reaction Database (ORD), a public repository of structured organic reaction records. describe an organic reaction: reactants, conditions, products, and yield Starting materials: OC1=CC=C(C=C1)CCC(=O)OC (methyl 3-(4-hydroxyphenyl)propionate), C(C1=CC=CC=C1)(C1=CC=CC=C1)C1=C(N(C2=CC=C(C=C12)Cl)CCO)C (2-(3-benzhydryl-5-chloro-2-methyl-1H-indol-1-yl)ethanol). Yields the product methyl ester, C(C1=CC=CC=C1)(C1=CC=CC=C1)C1=C(N(C2=CC=C(C=C12)Cl)CCOC1=CC=C(C=C1)CCC(=O)O)C (3-{4-[2-(3-benzhydryl-5-chloro-2-methyl-1H-indol-1-yl)ethoxy]phenyl}propanoic acid). Reaction SMILES: [OH:1][C:2]1[CH:7]=[CH:6][C:5]([CH2:8][CH2:9][C:10]([O:12]C)=[O:11])=[CH:4][CH:3]=1.[CH:14]([C:27]1[C:35]2[C:30](=[CH:31][CH:32]=[C:33]([Cl:36])[CH:34]=2)[N:29]([CH2:37][CH2:38]O)[C:28]=1[CH3:40])([C:21]1[CH:26]=[CH:25][CH:24]=[CH:23][CH:22]=1)[C:15]1[CH:20]=[CH:19][CH:18]=[CH:17][CH:16]=1>>[CH:14]([C:27]1[C:35]2[C:30](=[CH:31][CH:32]=[C:33]([Cl:36])[CH:34]=2)[N:29]([CH2:37][CH2:38][O:1][C:2]2[CH:3]=[CH:4][C:5]([CH2:8][CH2:9][C:10]([OH:12])=[O:11])=[CH:6][CH:7]=2)[C:28]=1[CH3:40])([C:15]1[CH:20]=[CH:19][CH:18]=[CH:17][CH:16]=1)[C:21]1[CH:22]=[CH:23][CH:24]=[CH:25][CH:26]=1. Procedure: The methyl ester of the title compound was prepared from methyl 3-(4-hydroxyphenyl)propionate and 2-(3-benzhydryl-5-chloro-2-methyl-1H-indol-1-yl)ethanol according to Step 2 of the procedures for Example 2.